From a dataset of the Open Reaction Database (ORD), a public repository of structured organic reaction records. describe an organic reaction: reactants, conditions, products, and yield The yield is 35.3%. The solvent is CCCCO (n-BuOH). The reactants are C(C)(C)(C)OC(=O)N1CCC(CC1)=O (4-oxo-piperidine-1-carboxylic acid tert-butyl ester), C(CC(=O)O)(=O)O (malonic acid), C(C)(=O)[O-].[NH4+] (ammonium acetate). Reported procedure: A mixture of 4-oxo-piperidine-1-carboxylic acid tert-butyl ester (3.5 g, 17.55 mmol) (Sigma-Aldrich), malonic acid (2.0 g, 19.30 mmol) and ammonium acetate (3.1 g, 40.36 mmol) in n-BuOH was refluxed for 3 h. After cooled, white solid was collected, rinsed with EtOAc and dried in vacuo to provide the title compound 1.61 g (6.2 mmol) in 36% yield. 1H NMR (200 MHz) in D2O, δ ppm: 3.66 (br m, 2H), 3.10 (br m, 2H), 2.45 (s, 2H), 1.69 (br m, 4H), 1.28 (s, 9H). The product is C(C)(C)(C)OC(=O)N1CCC(CC1)(CC(=O)O)N (4-Amino-4-carboxymethyl-piperidine-1-carboxylic acid tert-butyl ester). As a reaction SMILES: [C:1]([O:5][C:6]([N:8]1[CH2:13][CH2:12][C:11](=O)[CH2:10][CH2:9]1)=[O:7])([CH3:4])([CH3:3])[CH3:2].[C:15]([OH:21])(=[O:20])[CH2:16]C(O)=O.C([O-])(=O)C.[NH4+:26]>CCCCO>[C:1]([O:5][C:6]([N:8]1[CH2:13][CH2:12][C:11]([NH2:26])([CH2:16][C:15]([OH:21])=[O:20])[CH2:10][CH2:9]1)=[O:7])([CH3:4])([CH3:3])[CH3:2] |f:2.3|.